This data is from the Open Reaction Database (ORD), a public repository of structured organic reaction records. The task is: describe an organic reaction: reactants, conditions, products, and yield The reactants are COC(=O)C=O, O=C(COc1ccccc1)NC1C(=O)NC1CI, C1CCOC1. Product: COC(=O)C(O)N1C(=O)C(NC(=O)COc2ccccc2)C1CI. Reaction SMILES: [C:19]([CH:20]=[O:21])(=[O:22])[O:23][CH3:24].[O:1]([c:2]1[cH:3][cH:4][cH:5][cH:6][cH:7]1)[CH2:8][C:9](=[O:10])[NH:11][CH:12]1[CH:13]([CH2:17][I:18])[NH:14][C:15]1=[O:16].[O:25]1[CH2:26][CH2:27][CH2:28][CH2:29]1>>[O:1]([c:2]1[cH:3][cH:4][cH:5][cH:6][cH:7]1)[CH2:8][C:9](=[O:10])[NH:11][CH:12]1[CH:13]([CH2:17][I:18])[N:14]([CH:20]([C:19](=[O:22])[O:23][CH3:24])[OH:21])[C:15]1=[O:16]. Reactants: C(C(C)(C)C)(=O)Cl (pivaloyl chloride), C(CC(C)C)[Mg]Br (isoamyl magnesium bromide), [Mg] (magnesium), C(CC(C)C)Br (isoamyl bromide). Reagents/catalysts: [Cu]I (copper (I) iodide). Run in CCOCC (ether), CCOCC (ether). Conditions: time 16 hour. Product: CC(C)(C(CCC(C)C)=O)C (2,2,6-trimethylheptan-3-one). RXN SMILES: [C:1](Cl)(=[O:6])[C:2]([CH3:5])([CH3:4])[CH3:3].[CH2:8]([Mg]Br)[CH2:9][CH:10]([CH3:12])[CH3:11].[Mg].C(Br)CC(C)C>CCOCC.[Cu]I>[CH3:3][C:2]([CH3:5])([C:1](=[O:6])[CH2:8][CH2:9][CH:10]([CH3:12])[CH3:11])[CH3:4]. Procedure details: To a stirred mixture of pivaloyl chloride (6.02 g, 0.05 m) and copper (I) iodide (0.10 g, 0.6 mm) in dry ether (50 mls) at -60° C. under nitrogen was added dropwise isoamyl magnesium bromide [prepared from magnesium turnings (1.8 g, 0.075 m) and isoamyl bromide (7.55 g, 0.05 m) in dry ether (70 mls]. The cooling bath was removed and the reaction mixture stirred for 16 hours then poured cautiously into ice-cold dilute hydrochloric acid and extracted with ether. The combined ethereal extracts were... Starting materials: O (Water), BrC1=C(SC2=NC=CN=C21)C(=O)NC2=C(C=CC(=C2)NC(C2=CC(=CC=C2)C(C)(C)C#N)=O)C (7-bromo-N-(5-(3-(2-cyanopropan-2-yl)benzamido)-2-methylphenyl)thieno[2,3-b]pyrazine-6-carboxamide), ClCCl (dichloromethane), [Cl-].C[Zn+] (methylzinc chloride). Reagents/catalysts: [Pd](Cl)Cl.C1(=CC=CC=C1)P([C-]1C=CC=C1)C1=CC=CC=C1.[C-]1(C=CC=C1)P(C1=CC=CC=C1)C1=CC=CC=C1.[Fe+2] (1,1′-bis(diphenylphosphino) ferrocene palladium (ii) chloride). The solvent is C1CCOC1 (THF). Conditions: temperature 60 celsius, time 2 hour. Product: C(#N)C(C)(C)C=1C=C(C(=O)NC=2C=CC(=C(C2)NC(=O)C2=C(C=3C(=NC=CN3)S2)C)C)C=CC1 (N-(5-(3-(2-cyanopropan-2-yl)benzamido)-2-methylphenyl)-7-methylthieno[2,3-b]pyrazine-6-carboxamide). The yield is 455.3%. As a reaction SMILES: Br[C:2]1[C:10]2[C:5](=[N:6][CH:7]=[CH:8][N:9]=2)[S:4][C:3]=1[C:11]([NH:13][C:14]1[CH:19]=[C:18]([NH:20][C:21](=[O:33])[C:22]2[CH:27]=[CH:26][CH:25]=[C:24]([C:28]([C:31]#[N:32])([CH3:30])[CH3:29])[CH:23]=2)[CH:17]=[CH:16][C:15]=1[CH3:34])=[O:12].Cl[CH2:36]Cl.[Cl-].C[Zn+].O>C1COCC1.[Pd](Cl)Cl.C1(P(C2C=CC=CC=2)[C-]2C=CC=C2)C=CC=CC=1.[C-]1(P(C2C=CC=CC=2)C2C=CC=CC=2)C=CC=C1.[Fe+2]>[C:31]([C:28]([C:24]1[CH:23]=[C:22]([CH:27]=[CH:26][CH:25]=1)[C:21]([NH:20][C:18]1[CH:17]=[CH:16][C:15]([CH3:34])=[C:14]([NH:13][C:11]([C:3]2[S:4][C:5]3=[N:6][CH:7]=[CH:8][N:9]=[C:10]3[C:2]=2[CH3:36])=[O:12])[CH:19]=1)=[O:33])([CH3:30])[CH3:29])#[N:32] |f:2.3,6.7.8.9|. Procedure details: To a solution of 7-bromo-N-(5-(3-(2-cyanopropan-2-yl)benzamido)-2-methylphenyl)thieno[2,3-b]pyrazine-6-carboxamide 42 (20 mg, 0.037 mmol) and 1,1′-bis(diphenylphosphino) ferrocene palladium (ii) chloride, complex with dichloromethane (1.513 mg, 1.871 μmol) in THF (1 mL) was added methylzinc chloride (0.037 mL, 0.075 mmol). The reaction was stirred at 60° C. for 2 h. Water was added and the resulting precipitate was collected. Purification by chromatography (20% EtOAc in CH2Cl2) gave the title co... Reaction SMILES: [C:11](=[O:12])([OH:13])[O-:14].[CH3:1][C:2](=[O:3])[NH:4][CH:5]([CH2:6][SH:7])[C:8]([OH:9])=[O:10].[CH3:27][CH2:28][OH:29].[F:16][c:17]1[c:18]([N+:23](=[O:24])[O-:25])[cH:19][cH:20][cH:21][cH:22]1.[Na+:15].[OH2:26]>>[CH3:1][C:2](=[O:3])[NH:4][CH:5]([CH2:6][S:7][c:17]1[c:18]([N+:23](=[O:24])[O-:25])[cH:19][cH:20][cH:21][cH:22]1)[C:8]([OH:9])=[O:10]. Starting materials: O=C([O-])O, CC(=O)NC(CS)C(=O)O, CCO, O=[N+]([O-])c1ccccc1F, [Na+], O. Yields the product CC(=O)NC(CSc1ccccc1[N+](=O)[O-])C(=O)O. The reactants are C(C)(C)(C)OC(=O)N([C@H](C(=O)O)CC(C)(C)C)C ((S)-2-(tert-butoxycarbonyl(methyl)amino)-4,4-dimethylpentanoic acid), FC(OC1=CC=C(C=C1)N1C[C@@H]2[C@H](C1)[C@H](CC2)N)(F)F ((3aR,4S,6aS)-2-(4-(Trifluoromethoxy)phenyl)octahydrocyclopenta[c]pyrrol-4-amine), FC(C1=CC=CC(=N1)N1C[C@@H]2[C@H](C1)[C@H](CC2)N)(F)F ((3aR,4S,6aS)-2-(6-(trifluoromethyl)pyridin-2-yl)octahydrocyclopenta[c]pyrrol-4-amine). Yields the product CN[C@@H](CCC)C(=O)N[C@H]1CC[C@@H]2CN(C[C@@H]21)C2=CC=C(C=C2)OC(F)(F)F (N2-methyl-N-{(3aR,4S,6aS)-2-[4-(trifluoromethoxy)phenyl]octahydrocyclopenta[c]pyrrol-4-yl}-L-norvalinamide). RXN SMILES: C(O[C:6]([N:8](C)[C@@H:9]([CH2:13][C:14](C)(C)[CH3:15])[C:10](O)=[O:11])=O)(C)(C)C.[F:19][C:20]([F:38])([F:37])[O:21][C:22]1[CH:27]=[CH:26][C:25]([N:28]2[CH2:32][C@@H:31]3[C@@H:33]([NH2:36])[CH2:34][CH2:35][C@@H:30]3[CH2:29]2)=[CH:24][CH:23]=1.FC(F)(F)C1N=C(N2C[C@@H]3[C@@H](N)CC[C@@H]3C2)C=CC=1>>[CH3:6][NH:8][C@H:9]([C:10]([NH:36][C@@H:33]1[C@@H:31]2[C@@H:30]([CH2:29][N:28]([C:25]3[CH:24]=[CH:23][C:22]([O:21][C:20]([F:19])([F:37])[F:38])=[CH:27][CH:26]=3)[CH2:32]2)[CH2:35][CH2:34]1)=[O:11])[CH2:13][CH2:14][CH3:15]. Procedure details: The title compound was prepared by substituting N-(tert-butoxycarbonyl)-N-methyl-L-norvaline for (S)-2-(tert-butoxycarbonyl(methyl)amino)-4,4-dimethylpentanoic acid and (3aR,4S,6aS)-2-(4-(trifluoromethoxy)phenyl)octahydrocyclopenta[c]pyrrol-4-amine from Example 716 Step 1 for (3aR,4S,6aS)-2-(6-(trifluoromethyl)pyridin-2-yl)octahydrocyclopenta[c]pyrrol-4-amine in the procedure described in Example 587: 1H NMR (400 MHz, pyridine-d5, temperature 90° C.) δ ppm 7.60-7.71 (m, 1H), 7.10-7.15 (m, 2H), 6... Starting materials: COC=1C(=C2C=NNC(C2=CC1)=O)C#CC1=CC=CC=C1 (6-methoxy-5-phenylethynyl-2H-phthalazin-1-one), O=P(Cl)(Cl)Cl (POCl3). Run in C(Cl)Cl (CH2Cl2). Run at temperature 80 celsius, time 30 minute. The product is ClC1=NN=CC2=C(C(=CC=C12)OC)C#CC1=CC=CC=C1 (1-Chloro-6-methoxy-5-phenylethynyl-phthalazine). Reaction SMILES: [CH3:1][O:2][C:3]1[C:4]([C:14]#[C:15][C:16]2[CH:21]=[CH:20][CH:19]=[CH:18][CH:17]=2)=[C:5]2[C:10](=[CH:11][CH:12]=1)[C:9](=O)[NH:8][N:7]=[CH:6]2.O=P(Cl)(Cl)[Cl:24]>C(Cl)Cl>[Cl:24][C:9]1[C:10]2[C:5](=[C:4]([C:14]#[C:15][C:16]3[CH:21]=[CH:20][CH:19]=[CH:18][CH:17]=3)[C:3]([O:2][CH3:1])=[CH:12][CH:11]=2)[CH:6]=[N:7][N:8]=1. Procedure: A suspension of 6-methoxy-5-phenylethynyl-2H-phthalazin-1-one (0.67 g, 2.42 mmoles), prepared as described in example 60, in POCl3 (20 ml) was heated at 80° C. under stirring up to dissolution. After 30 minutes the solution was brought to dryness and the residue taken up in CH2Cl2 (100 ml), washed to alkalinity with a solution of K2CO3, then with water, then anhydrified over Na2SO4 and evaporated to give 715 mg of the title compound (quantitative yield). The compound was used as such in the subs... The reactants are CCCCCON=O, Cc1cnc2n1N=C(c1ccc(N)cc1)c1cc3c(cc1C2)OCO3, C1CCOC1. Yields the product Cc1cnc2n1N=C(c1ccccc1)c1cc3c(cc1C2)OCO3. RXN SMILES: [N:26]([O:27][CH2:28][CH2:29][CH2:30][CH2:31][CH3:32])=[O:33].[NH2:1][c:2]1[cH:3][cH:4][c:5]([C:8]2=[N:9][n:10]3[c:11]([n:22][cH:23][c:24]3[CH3:25])[CH2:12][c:13]3[c:14]2[cH:15][c:16]2[c:17]([cH:18]3)[O:19][CH2:20][O:21]2)[cH:6][cH:7]1.[O:34]1[CH2:35][CH2:36][CH2:37][CH2:38]1>>[cH:2]1[cH:3][cH:4][c:5]([C:8]2=[N:9][n:10]3[c:11]([n:22][cH:23][c:24]3[CH3:25])[CH2:12][c:13]3[c:14]2[cH:15][c:16]2[c:17]([cH:18]3)[O:19][CH2:20][O:21]2)[cH:6][cH:7]1.